From a dataset of the Open Reaction Database (ORD), a public repository of structured organic reaction records. describe an organic reaction: reactants, conditions, products, and yield RXN SMILES: [N+:1]([C:4]1[CH:13]=[CH:12][CH:11]=[C:10]2[C:5]=1[CH:6]=[CH:7][C:8](Cl)=[N:9]2)([O-])=O.[CH:15]1([C:18]2[CH:19]=[C:20]([CH:22]=[CH:23][CH:24]=2)[NH2:21])[CH2:17][CH2:16]1.[NH:25]1[C:33]2[CH:32]=[CH:31][CH:30]=[C:29]([CH:34]=O)[C:28]=2[CH:27]=[CH:26]1>>[CH:15]1([C:18]2[CH:19]=[C:20]([NH:21][C:8]3[CH:7]=[CH:6][C:5]4[C:4]([NH:1][CH2:34][C:29]5[CH:30]=[CH:31][CH:32]=[C:33]6[C:28]=5[CH:27]=[CH:26][NH:25]6)=[CH:13][CH:12]=[CH:11][C:10]=4[N:9]=3)[CH:22]=[CH:23][CH:24]=2)[CH2:17][CH2:16]1. Reported procedure: The title compound, MS: m/e=405.5 (M+H+), was prepared from 5-nitro-2-chloroquinoline, 3-cyclopropylaniline and 4-indolecarbaldehyde as described in example 26. Yields the product C1(CC1)C=1C=C(C=CC1)NC1=NC=2C=CC=C(C2C=C1)NCC1=C2C=CNC2=CC=C1 (N2-(3-Cyclopropyl-phenyl)-N5-(1H-indol-4-ylmethyl)-quinoline-2,5-diamine). Starting materials: [N+](=O)([O-])C1=C2C=CC(=NC2=CC=C1)Cl (5-nitro-2-chloroquinoline), C1(CC1)C=1C=C(N)C=CC1 (3-cyclopropylaniline), N1C=CC=2C(=CC=CC12)C=O (4-indolecarbaldehyde). Starting materials: COC(=O)c1cc(-c2ccc(OCc3cccnc3)cc2OC(CCC(=O)OC(C)(C)C)c2ccccc2C)n[nH]1, O=C(O)C(F)(F)F. RXN SMILES: [CH3:1][O:2][C:3](=[O:4])[c:5]1[cH:6][c:7](-[c:10]2[c:11]([O:12][CH:13]([CH2:14][CH2:15][C:16](=[O:17])[O:18][C:19]([CH3:20])([CH3:21])[CH3:22])[c:23]3[c:24]([CH3:29])[cH:25][cH:26][cH:27][cH:28]3)[cH:30][c:31]([O:34][CH2:35][c:36]3[cH:37][n:38][cH:39][cH:40][cH:41]3)[cH:32][cH:33]2)[n:8][nH:9]1.[OH:42][C:43]([C:44]([F:45])([F:46])[F:47])=[O:48]>>[CH3:1][O:2][C:3](=[O:4])[c:5]1[cH:6][c:7](-[c:10]2[c:11]([O:12][CH:13]([CH2:14][CH2:15][C:16](=[O:17])[OH:18])[c:23]3[c:24]([CH3:29])[cH:25][cH:26][cH:27][cH:28]3)[cH:30][c:31]([O:34][CH2:35][c:36]3[cH:37][n:38][cH:39][cH:40][cH:41]3)[cH:32][cH:33]2)[n:8][nH:9]1. The product is COC(=O)c1cc(-c2ccc(OCc3cccnc3)cc2OC(CCC(=O)O)c2ccccc2C)n[nH]1. Reactants: N1C=CC=C1 (pyrrole), C(C)(=O)Cl (acetyl chloride), C(C)(=O)OC(C)=O (acetic anhydride), OCCN1C=CC=C1 (1-(2-hydroxyethyl)pyrrole), C(C)(=O)OC(C)=O (acetic anhydride), C(C)(=O)Cl (acetyl chloride), OCCN1C=CC=C1 (1-(2-hydroxyethyl)pyrrole), S(O)(O)(=O)=O (sulfuric acid). The solvent is C(C)(=O)O (acetic acid). The product is C(C)(=O)OCCN1C=CC=C1 (1-(2-acetoxyethyl)pyrrole). RXN SMILES: [OH:1][CH2:2][CH2:3][N:4]1[CH:8]=[CH:7][CH:6]=[CH:5]1.S(=O)(=O)(O)O.N1C=CC=C1.[C:19](Cl)(=[O:21])[CH3:20].C(OC(=O)C)(=O)C>C(O)(=O)C>[C:19]([O:1][CH2:2][CH2:3][N:4]1[CH:8]=[CH:7][CH:6]=[CH:5]1)(=[O:21])[CH3:20]. Reported procedure: Once the 1-(2-hydroxyethyl)pyrrole is obtained, it is esterified by any suitable means known in the art. Suitably, acetic acid is reacted with the 1-(2-hydroxyethyl)pyrrole in the presence of a strong acid such as sulfuric acid and heating the reaction mixture sufficiently to distill off the water that is formed as a result of the reaction. Preferably however, the pyrrole is reacted with acetyl chloride or acetic anhydride in a suitable solvent wherein there is a molar excess of the acetyl chlor... Reactants: CN(C)C=O, Clc1cc(Cl)nc(OCc2ccccc2)n1, [H-], [Na+], C=CCO. Product: C=CCOc1cc(Cl)nc(OCc2ccccc2)n1. Reaction SMILES: [CH3:23][N:24]([CH3:25])[CH:26]=[O:27].[Cl:1][c:2]1[n:3][c:4]([O:9][CH2:10][c:11]2[cH:12][cH:13][cH:14][cH:15][cH:16]2)[n:5][c:6]([Cl:8])[cH:7]1.[H-:21].[Na+:22].[OH:17][CH2:18][CH:19]=[CH2:20]>>[c:2]1([O:17][CH2:18][CH:19]=[CH2:20])[n:3][c:4]([O:9][CH2:10][c:11]2[cH:12][cH:13][cH:14][cH:15][cH:16]2)[n:5][c:6]([Cl:8])[cH:7]1.